This data is from the Open Reaction Database (ORD), a public repository of structured organic reaction records. The task is: describe an organic reaction: reactants, conditions, products, and yield Reactants: C1C=C(C2=CC=CC=C12)CC(=O)O (1H-indene-3-acetic acid), [H-].[Al+3].[Li+].[H-].[H-].[H-] (lithium aluminium hydride), C(=O)([O-])C(O)C(O)C(=O)[O-].[K+].[Na+] (sodium potassium tartrate). RXN SMILES: [H-].[Al+3].[Li+].[H-].[H-].[H-].[CH2:7]1[C:15]2[C:10](=[CH:11][CH:12]=[CH:13][CH:14]=2)[C:9]([CH2:16][C:17](O)=[O:18])=[CH:8]1.C(C(C(C([O-])=O)O)O)([O-])=O.[K+].[Na+]>C(OCC)C>[CH2:7]1[C:15]2[C:10](=[CH:11][CH:12]=[CH:13][CH:14]=2)[C:9]([CH2:16][CH2:17][OH:18])=[CH:8]1 |f:0.1.2.3.4.5,7.8.9|. Isolated yield 73.8%. Reaction conditions: time 1 hour. Solvent: C(C)OCC (diethyl ether), C(C)OCC (diethyl ether). Product: C1C=C(C2=CC=CC=C12)CCO (1H-Indene-3-ethanol). Procedure details: A suspension is prepared from 3.4 g (0.09 mol) of lithium aluminium hydride in 200 ml of dry diethyl ether. A solution of 7.7 g (0.044 mol) of 1H-indene-3-acetic acid in 150 ml of diethyl ether is added dropwise, and the mixture is stirred and heated at reflux for 20 h. The mixture is cooled, hydrolysed with approximately 8 ml of 10% aqueous sodium potassium tartrate solution, heated at boiling for 1 h and filtered. The residue is rinsed with diethyl ether, and the filtrate is evaporated under r... Yield: 90.8%. Yields the product CC(C(=O)O)(C)OC1=C(C=CC=C1)OC1=CC=C(C=C1)[N+](=O)[O-] (2-Methyl-2-[2-(4-nitro-phenoxy)-phenoxy]-propionic Acid). Conditions: time 2.5 hour. Run in C1CCOC1.CO (THF MeOH). Procedure details: To a solution of 433A (5.05 g, 15.2 mmol) in a mixed solvent of THF/MeOH (45 ml, 2/1) was added 2N NaOH (15.2 ml, 30.4 mmol). The mixture was stirred at rt for 2.5 h, concentrated. The residue was purified by flash chromatography on silica gel (2%-5% MeOH—CH2Cl2) gave 433B (4.38 g, 91%) as a light yellow solid. The reactants are COC(C(C)(OC1=C(C=CC=C1)OC1=CC=C(C=C1)[N+](=O)[O-])C)=O (2-Methyl-2-[2-(4-nitro-phenoxy)-phenoxy]-propionic Acid Methyl Ester), [OH-].[Na+] (NaOH). RXN SMILES: C[O:2][C:3](=[O:24])[C:4]([CH3:23])([O:6][C:7]1[CH:12]=[CH:11][CH:10]=[CH:9][C:8]=1[O:13][C:14]1[CH:19]=[CH:18][C:17]([N+:20]([O-:22])=[O:21])=[CH:16][CH:15]=1)[CH3:5].[OH-].[Na+]>C1COCC1.CO>[CH3:23][C:4]([O:6][C:7]1[CH:12]=[CH:11][CH:10]=[CH:9][C:8]=1[O:13][C:14]1[CH:15]=[CH:16][C:17]([N+:20]([O-:22])=[O:21])=[CH:18][CH:19]=1)([CH3:5])[C:3]([OH:24])=[O:2] |f:1.2,3.4|. Reactants: C1(CC1)NCC1=CC(=CC=C1)I (cyclopropyl-(3-iodo-benzyl)-amine), C1(CC1)NCC1=CC(=CC=C1)I (cyclopropyl-(3-iodo-benzyl)-amine), C([O-])([O-])=O.[K+].[K+] (potassium carbonate), CI (methyl iodide), C(C)OCC (Diethyl ether). Solvent: CC(=O)C (acetone). Run at time 1 hour. The product is C1(CC1)N(C)CC1=CC(=CC=C1)I (Cyclopropyl-(3-iodo-benzyl)-methyl-amine). Yield: 76.6%. Reaction SMILES: [CH:1]1([NH:4][CH2:5][C:6]2[CH:11]=[CH:10][CH:9]=[C:8]([I:12])[CH:7]=2)[CH2:3][CH2:2]1.[C:13](=O)([O-])[O-].[K+].[K+].CI.C(OCC)C>CC(C)=O>[CH:1]1([N:4]([CH2:5][C:6]2[CH:11]=[CH:10][CH:9]=[C:8]([I:12])[CH:7]=2)[CH3:13])[CH2:3][CH2:2]1 |f:1.2.3|. Procedure details: A solution of cyclopropyl-(3-iodo-benzyl)-amine (Intermediate 88, 4.1 g, 15 mmol) in acetone (20 mL) was treated with potassium carbonate (2.07 g, 15 mmol) and methyl iodide (1.4 mL, 22.5 mmol) and the resulting reaction mixture was stirred at ambient temperature for 1 h. Diethyl ether was added, the solids were filtered off and filtrate was evaporated to a residue that was subjected to flash column chromatography over silica gel (230–400 mesh) using 10% ethyl acetate in hexane as the eluent to ... Starting materials: C(C)OC(=O)C=1C(=C2C(=C(N1)C1=CC=CC=C1)SN=C2C2=CC=C(C=C2)F)O (3-(4-Fluoro-phenyl)-4-hydroxy-7-phenyl-isothiazolo[5,4-c]pyridine-5-carboxylic acid ethyl ester), NCC(=O)O (glycine). The product is FC1=CC=C(C=C1)C1=NSC2=C(N=C(C(=C21)O)C(=O)NCC(=O)O)C2=CC=CC=C2 ({[3-(4-Fluoro-phenyl)-4-hydroxy-7-phenyl-isothiazolo[5,4-c]pyridine-5-carbonyl]-amino}-acetic acid). As a reaction SMILES: C(O[C:4]([C:6]1[C:7]([OH:28])=[C:8]2[C:20]([C:21]3[CH:26]=[CH:25][C:24]([F:27])=[CH:23][CH:22]=3)=[N:19][S:18][C:9]2=[C:10]([C:12]2[CH:17]=[CH:16][CH:15]=[CH:14][CH:13]=2)[N:11]=1)=[O:5])C.[NH2:29][CH2:30][C:31]([OH:33])=[O:32]>>[F:27][C:24]1[CH:25]=[CH:26][C:21]([C:20]2[C:8]3[C:9](=[C:10]([C:12]4[CH:13]=[CH:14][CH:15]=[CH:16][CH:17]=4)[N:11]=[C:6]([C:4]([NH:29][CH2:30][C:31]([OH:33])=[O:32])=[O:5])[C:7]=3[OH:28])[S:18][N:19]=2)=[CH:22][CH:23]=1. Procedure: The title compound was synthesized in analogy to Example 1 from 3-(4-Fluoro-phenyl)-4-hydroxy-7-phenyl-isothiazolo[5,4-c]pyridine-5-carboxylic acid ethyl ester and glycine: MS (m/z) 422.1 (M−1). Starting materials: Cc1cccc(C(=O)OCCl)c1, CN(C)C=O, [Cl-], O=c1nc(-c2cc(C(F)(F)F)ccn2)[nH]o1, [H-], [NH4+], [Na+]. The product is Cc1cccc(C(=O)OCn2c(-c3cc(C(F)(F)F)ccn3)noc2=O)c1. Reaction SMILES: [CH3:19][c:20]1[cH:21][c:22]([C:23](=[O:24])[O:25][CH2:26][Cl:27])[cH:28][cH:29][cH:30]1.[CH3:33][N:34]([CH3:35])[CH:36]=[O:37].[Cl-:31].[F:3][C:4]([c:5]1[cH:6][c:7](-[c:11]2[nH:12][o:13][c:14](=[O:16])[n:15]2)[n:8][cH:9][cH:10]1)([F:17])[F:18].[H-:1].[NH4+:32].[Na+:2]>>[F:3][C:4]([c:5]1[cH:6][c:7](-[c:11]2[n:12][o:13][c:14](=[O:16])[n:15]2[CH2:26][O:25][C:23]([c:22]2[cH:21][c:20]([CH3:19])[cH:30][cH:29][cH:28]2)=[O:24])[n:8][cH:9][cH:10]1)([F:17])[F:18]. Reactants: FC1=C(C(=O)N(C)OC)C=CC=C1F (2,3-difluoro-N-methoxy-N-methylbenzamide), COC1=CC=C(C=C1)[Mg]Br (4-methoxyphenylmagnesium bromide). The product is FC1=C(C=CC=C1F)C(=O)C1=CC=C(C=C1)OC ((2,3-difluorophenyl)-(4-methoxyphenyl)-methanone). Reaction SMILES: [F:1][C:2]1[C:13]([F:14])=[CH:12][CH:11]=[CH:10][C:3]=1[C:4](N(OC)C)=[O:5].[CH3:15][O:16][C:17]1[CH:22]=[CH:21][C:20]([Mg]Br)=[CH:19][CH:18]=1>>[F:1][C:2]1[C:13]([F:14])=[CH:12][CH:11]=[CH:10][C:3]=1[C:4]([C:20]1[CH:21]=[CH:22][C:17]([O:16][CH3:15])=[CH:18][CH:19]=1)=[O:5]. Procedure: Prepared according to Method A step B from 2,3-difluoro-N-methoxy-N-methylbenzamide (3.0 g, 15 mmol) and 4-methoxyphenylmagnesium bromide (35 mL, 0.5 M in THF) to give 1.44 g of the title compound as a white solid. Reported procedure: Add Na2S2O4 (60.87 g, 39.4 mmol) followed by NH4OH 32% (15 mL) to (2-fluoro-phenyl)-[4-(4-nitro-isoquinolin-1-yl)-piperazin-1-yl]-methanone (3 g, 7.89 mmol) in 170 mL of 1:1 mixture of THF:H2O and stir for 90 min. Dilute with water and extract with AcOEt several times. Combine organics and wash with saturated aq. sodium chloride, dry over Na2SO4 and evaporate under reduced pressure to give 1.8 g of the title compound as a solid. LCMS ES+ (m/z) 351.2 [M+H]. Yield: 65.1%. RXN SMILES: [O-]S(S([O-])=O)=O.[Na+].[Na+].[NH4+].[OH-].[F:11][C:12]1[CH:17]=[CH:16][CH:15]=[CH:14][C:13]=1[C:18]([N:20]1[CH2:25][CH2:24][N:23]([C:26]2[C:35]3[C:30](=[CH:31][CH:32]=[CH:33][CH:34]=3)[C:29]([N+:36]([O-])=O)=[CH:28][N:27]=2)[CH2:22][CH2:21]1)=[O:19].C1COCC1>O>[NH2:36][C:29]1[C:30]2[C:35](=[CH:34][CH:33]=[CH:32][CH:31]=2)[C:26]([N:23]2[CH2:24][CH2:25][N:20]([C:18]([C:13]3[CH:14]=[CH:15][CH:16]=[CH:17][C:12]=3[F:11])=[O:19])[CH2:21][CH2:22]2)=[N:27][CH:28]=1 |f:0.1.2,3.4|. Product: NC1=CN=C(C2=CC=CC=C12)N1CCN(CC1)C(=O)C1=C(C=CC=C1)F ([4-(4-Amino-isoquinolin-1-yl)-piperazin-1-yl]-(2-fluoro-phenyl)-methanone). The reactants are [NH4+].[OH-] (NH4OH), FC1=C(C=CC=C1)C(=O)N1CCN(CC1)C1=NC=C(C2=CC=CC=C12)[N+](=O)[O-] ((2-fluoro-phenyl)-[4-(4-nitro-isoquinolin-1-yl)-piperazin-1-yl]-methanone), C1CCOC1 (THF), [O-]S(=O)S(=O)[O-].[Na+].[Na+] (Na2S2O4). Solvent: O (water), O (H2O).